From a dataset of the Open Reaction Database (ORD), a public repository of structured organic reaction records. describe an organic reaction: reactants, conditions, products, and yield Reactants: BrC1=CC(=C(S1)C1=C(N=C2N1N=C(C=C2C(CC)CC)C)C)C (3-(5-bromo-3-methyl-thiophen-2-yl)-8-(1-ethyl-propyl)-2,6-dimethyl-imidazo[1,2-b]pyridazine), C(CCC)[Li] (n-Bu-Li). The reagents and catalysts are C1=CC=C(C=C1)P([C-]2C=CC=C2)C3=CC=CC=C3.C1=CC=C(C=C1)P([C-]2C=CC=C2)C3=CC=CC=C3.Cl[Pd]Cl.[Fe+2] (PdCl2(dppf)), [Cl-].[Cl-].[Zn+2] (ZnCl2). Yields the product C(CCC)C1=CC(=C(S1)C1=C(N=C2N1N=C(C=C2C(CC)CC)C)C)C (3-(5-butyl-3-methyl-thiophen-2-yl)-8-(1-ethyl-propyl)-2,6-dimethyl-imidazo[1,2-b]pyridazine). Isolated yield 67.7%. Reaction SMILES: Br[C:2]1[S:6][C:5]([C:7]2[N:11]3[N:12]=[C:13]([CH3:21])[CH:14]=[C:15]([CH:16]([CH2:19][CH3:20])[CH2:17][CH3:18])[C:10]3=[N:9][C:8]=2[CH3:22])=[C:4]([CH3:23])[CH:3]=1.[CH2:24]([Li])[CH2:25][CH2:26][CH3:27]>[Cl-].[Cl-].[Zn+2].C1C=CC(P(C2C=CC=CC=2)[C-]2C=CC=C2)=CC=1.C1C=CC(P(C2C=CC=CC=2)[C-]2C=CC=C2)=CC=1.Cl[Pd]Cl.[Fe+2]>[CH2:24]([C:2]1[S:6][C:5]([C:7]2[N:11]3[N:12]=[C:13]([CH3:21])[CH:14]=[C:15]([CH:16]([CH2:19][CH3:20])[CH2:17][CH3:18])[C:10]3=[N:9][C:8]=2[CH3:22])=[C:4]([CH3:23])[CH:3]=1)[CH2:25][CH2:26][CH3:27] |f:2.3.4,5.6.7.8|. Reported procedure: Using a procedure similar to Example 25 from 3-(5-bromo-3-methyl-thiophen-2-yl)-8-(1-ethyl-propyl)-2,6-dimethyl-imidazo[1,2-b]pyridazine (0.40 g, 0.1.02 mmol), 1.34 M n-Bu-Li (1.60 mL, 2.14 mmol), 0.5 M ZnCl2 (4.3 mL, 2.14 mmol) and PdCl2(dppf) (0.037 g, 0.051 mmol) furnishes the title compound (0.25 g, 0.69 mmol, 68%). 1H NMR (CDCl3), δ 0.88 (t, J=7.5 Hz, 6H), 0.97 (t, J=7.5 Hz, 3H), 1.40-1.51 (m, 2H), 1.67-1.92 (m, 6H), 2.07 (s, 3H), 2.46 (s, 3H), 2.51 (s, 3H), 2.83 (t, J=8.0 Hz, 2H), 3.30-3.3... Reactants: ClC=1N=[N+](C2=CC=3CCN(CC3C=C2N1)C)[O-] (3-Chloro-7-methyl-6,7,8,9-tetrahydro[1,2,4]triazino[6,5-g]isoquinoline 1-Oxide), [Sn](CC)(CC)(CC)CC (Et4Sn), N#N (N2). Reagents/catalysts: C=1C=CC(=CC1)[P](C=2C=CC=CC2)(C=3C=CC=CC3)[Pd]([P](C=4C=CC=CC4)(C=5C=CC=CC5)C=6C=CC=CC6)([P](C=7C=CC=CC7)(C=8C=CC=CC8)C=9C=CC=CC9)[P](C=1C=CC=CC1)(C=1C=CC=CC1)C=1C=CC=CC1 (Pd(PPh3)4). Solvent: COCCOC (DME). Conditions: temperature 85 celsius, time 18 hour. The product is C(C)C=1N=[N+](C2=CC=3CCN(CC3C=C2N1)C)[O-] (3-Ethyl-7-methyl-6,7,8,9-tetrahydro[1,2,4]triazino[6,5-g]isoquinoline 1-Oxide). Yield: 80.5%. As a reaction SMILES: N#N.Cl[C:4]1[N:5]=[N+:6]([O-:19])[C:7]2[C:16]([N:17]=1)=[CH:15][C:14]1[CH2:13][N:12]([CH3:18])[CH2:11][CH2:10][C:9]=1[CH:8]=2.[Sn](CC)(CC)(CC)[CH2:21][CH3:22]>COCCOC.C1C=CC([P]([Pd]([P](C2C=CC=CC=2)(C2C=CC=CC=2)C2C=CC=CC=2)([P](C2C=CC=CC=2)(C2C=CC=CC=2)C2C=CC=CC=2)[P](C2C=CC=CC=2)(C2C=CC=CC=2)C2C=CC=CC=2)(C2C=CC=CC=2)C2C=CC=CC=2)=CC=1>[CH2:21]([C:4]1[N:5]=[N+:6]([O-:19])[C:7]2[C:16]([N:17]=1)=[CH:15][C:14]1[CH2:13][N:12]([CH3:18])[CH2:11][CH2:10][C:9]=1[CH:8]=2)[CH3:22] |^1:38,40,59,78|. Procedure: Pd(PPh3)4 (350 mg, 0.3 mmol) was added to a N2-purged, stirred solution of chloride 257 (750 mg, 3.0 mmol) and Et4Sn (1.2 mL, 6.0 mmol) in DME (35 mL), and the mixture was stirred at 85° C. for 18 h under N2. The solution was cooled to 20° C. and the solvent evaporated. The residue was purified by chromatography, eluting with a gradient (2-5%) of MeOH/DCM, to give 1-oxide 260 (590 mg, 81%) as a brown solid: mp 129-131° C.; 1H NMR δ 8.21 (s, 1H, H-10), 7.63 (s, 1H, H-5), 3.79 (s, 2H, H-6), 3.16 (... Starting materials: Cl.NCC#N (aminoacetonitrile hydrochloride), C=O (formalin), C1=CC=CC1 (cyclopentadiene). Run in C(Cl)Cl (methylene chloride), O (water). Conditions: time 30 minute. Product: C12N(CC(C=C1)C2)CC#N (2-azabicyclo[2.2.1]hept-5-ene-2-acetonitrile). RXN SMILES: Cl.[NH2:2][CH2:3][C:4]#[N:5].[CH2:6]=O.[CH:8]1[CH2:12][CH:11]=[CH:10][CH:9]=1>O.C(Cl)Cl>[CH:9]12[CH2:8][CH:12]([CH:11]=[CH:10]1)[CH2:6][N:5]2[CH2:4][C:3]#[N:2] |f:0.1|. Procedure details: A solution of aminoacetonitrile hydrochloride (18.5 g, 0.20 mol) in water at 5° C. is treated with 37% formalin (23.0 g, 0.28 mol formaldehyde) followed by cyclopentadiene (26.0 g, 0.4 mol), stirred at 5°-10° C. for 30 minutes and diluted with methylene chloride. The phases are separated, the aqueous phase is extracted with methylene chloride and basified to pH >12 with 10% NaOH. The aqueous basic phase is extracted with methylene chloride. The methylene chloride extract of the basic aqueous pha...